Dataset: the Open Reaction Database (ORD), a public repository of structured organic reaction records. Task: describe an organic reaction: reactants, conditions, products, and yield Starting materials: CC(OC1CCC2C(n3cnnn3)CC1(c1ccccc1)N2Cc1ccccc1)c1cc(C(F)(F)F)cc(C(F)(F)F)c1, CO, CCOCC, Cl, [OH-], [OH-], [Pd+2]. Product: Cl, CC(OC1CCC2NC1(c1ccccc1)CC2n1cnnn1)c1cc(C(F)(F)F)cc(C(F)(F)F)c1. RXN SMILES: [CH2:1]([c:2]1[cH:3][cH:4][cH:5][cH:6][cH:7]1)[N:8]1[C:9]2([c:38]3[cH:39][cH:40][cH:41][cH:42][cH:43]3)[CH:10]([O:21][CH:22]([CH3:23])[c:24]3[cH:25][c:26]([C:34]([F:35])([F:36])[F:37])[cH:27][c:28]([C:30]([F:31])([F:32])[F:33])[cH:29]3)[CH2:11][CH2:12][CH:13]1[CH:14]([n:16]1[n:17][n:18][n:19][cH:20]1)[CH2:15]2.[CH3:45][OH:46].[CH3:47][CH2:48][O:49][CH2:50][CH3:51].[ClH:44].[OH-:52].[OH-:54].[Pd+2:53]>>[ClH:44].[NH:8]1[C:9]2([c:38]3[cH:39][cH:40][cH:41][cH:42][cH:43]3)[CH:10]([O:21][CH:22]([CH3:23])[c:24]3[cH:25][c:26]([C:34]([F:35])([F:36])[F:37])[cH:27][c:28]([C:30]([F:31])([F:32])[F:33])[cH:29]3)[CH2:11][CH2:12][CH:13]1[CH:14]([n:16]1[n:17][n:18][n:19][cH:20]1)[CH2:15]2. Reactants: O=[N+]([O-])c1cc(Br)ccc1N1CCCc2ccccc21, CCO, c1ccccc1. The product is Nc1cc(Br)ccc1N1CCCc2ccccc21. As a reaction SMILES: [Br:1][c:2]1[cH:3][c:4]([N+:18]([O-:19])=[O:20])[c:5]([N:8]2[CH2:9][CH2:10][CH2:11][c:12]3[cH:13][cH:14][cH:15][cH:16][c:17]32)[cH:6][cH:7]1.[CH3:21][CH2:22][OH:23].[cH:24]1[cH:25][cH:26][cH:27][cH:28][cH:29]1>>[Br:1][c:2]1[cH:3][c:4]([NH2:18])[c:5]([N:8]2[CH2:9][CH2:10][CH2:11][c:12]3[cH:13][cH:14][cH:15][cH:16][c:17]32)[cH:6][cH:7]1. The reactants are [N+](=O)([O-])C1=C(C=CC=C1)NN (2-nitrophenylhydrazine), CCC(C(CC)=O)=O (hexane-3,4-dione), C(C)O (ethanol). Reagents/catalysts: S(O)(O)(=O)=O (sulfuric acid). Solvent: O (water). Product: [N+](=O)([O-])C1=C(C=CC=C1)NN=C(CC)C(CC)=O (Hexane-3,4-dione (2-nitrophenyl)hydrazone). The yield is 96.1%. RXN SMILES: [N+:1]([C:4]1[CH:9]=[CH:8][CH:7]=[CH:6][C:5]=1[NH:10][NH2:11])([O-:3])=[O:2].[CH3:12][CH2:13][C:14](=O)[C:15](=[O:18])[CH2:16][CH3:17].C(O)C>S(=O)(=O)(O)O.O>[N+:1]([C:4]1[CH:9]=[CH:8][CH:7]=[CH:6][C:5]=1[NH:10][N:11]=[C:14]([C:15](=[O:18])[CH2:16][CH3:17])[CH2:13][CH3:12])([O-:3])=[O:2]. Procedure: A mixture of 2-nitrophenylhydrazine (2.00 g), hexane-3,4-dione (1.80 g), sulfuric acid (2 drops) and ethanol (20 mL) was heated under reflux for 1 hr. The reaction mixture was poured into water, and the resulting crystals were collected by filtration, washed with water and dried to give the title compound (3.13 g, 96%) as brown crystals. melting point 96-97° C. The reactants are ethyl acetate hexanes, CSC1=C(C=CC=C1)C=C(C(=O)OCC)C(C)=O (2-[[2-(methylthio)phenyl]methylene]-3-oxobutanoic acid, ethyl ester), Cl.COC1=CC=C(CSC(N)=N)C=C1 (S-(4-methoxybenzyl)thiopseudourea, hydrochloride), C(C)(=O)[O-].[Na+] (sodium acetate), COC1=CC=C(CCSC=2NC(=C(C(N2)C2=C(C=CC=C2)SC)C(=O)OCC)C)C=C1 (1,4-dihydro2-[[(4-methoxybenzyl)methyl]thio]-6-methyl-4-[2-(methylthio)phenyl]-5-pyrimidinecarboxylic acid, ethyl ester). Run in CN(C=O)C (dimethylformamide), CCOCC (ether). The product is COC1=CC=C(C=C1)CSC=1NC(=C(C(N1)C1=C(C=CC=C1)SC)C(=O)OCC)C (1,4-Dihydro-2-[[(4-methoxyphenyl)methyl]thio]-6-methyl-4-[2-(methylthio)phenyl]-5-pyrimidinecarboxylic acid, ethyl ester). Reaction SMILES: [CH3:1][S:2][C:3]1[CH:8]=[CH:7][CH:6]=[CH:5][C:4]=1[CH:9]=[C:10]([C:16](=O)[CH3:17])[C:11]([O:13][CH2:14][CH3:15])=[O:12].Cl.[CH3:20][O:21][C:22]1[CH:32]=[CH:31][C:25]([CH2:26][S:27][C:28](=[NH:30])[NH2:29])=[CH:24][CH:23]=1.C([O-])(=O)C.[Na+].COC1C=CC(CCSC2NC(C)=C(C(OCC)=O)C(C3C=CC=CC=3SC)N=2)=CC=1>CN(C)C=O.CCOCC>[CH3:20][O:21][C:22]1[CH:23]=[CH:24][C:25]([CH2:26][S:27][C:28]2[NH:30][C:16]([CH3:17])=[C:10]([C:11]([O:13][CH2:14][CH3:15])=[O:12])[CH:9]([C:4]3[CH:5]=[CH:6][CH:7]=[CH:8][C:3]=3[S:2][CH3:1])[N:29]=2)=[CH:31][CH:32]=1 |f:1.2,3.4|. Procedure: A mixture of 2-[[2-(methylthio)phenyl]methylene]-3-oxobutanoic acid, ethyl ester (2.0 g., 7.5 mmole), S-(4-methoxybenzyl)thiopseudourea, hydrochloride (1.76 g., 7.5 mmole) and sodium acetate (0.66 g. 8.0 mmole) in dimethylformamide (10 ml.) is stirred and heated at 70° for 6 hours. The cooled mixture is diluted with ether and washed with water, sodium bicarbonate, and brine. The dried solution is evaporated to give 3.0 g. of an oil. Flash chromatography using ethyl acetate:hexanes (1:4) gives 2....